The task is: describe an organic reaction: reactants, conditions, products, and yield. This data is from the Open Reaction Database (ORD), a public repository of structured organic reaction records. Reactants: CC(=O)OC(C)=O, CC(=O)O, CN(C(=O)CN)c1ccc(NC(=C2C(=O)Nc3ccc([N+](=O)[O-])cc32)c2ccccc2)cc1. Product: CC(=O)NCC(=O)N(C)c1ccc(NC(=C2C(=O)Nc3ccc([N+](=O)[O-])cc32)c2ccccc2)cc1. As a reaction SMILES: [CH3:34][C:35](=[O:36])[O:37][C:38](=[O:39])[CH3:40].[CH3:41][C:42](=[O:43])[OH:44].[NH2:1][CH2:2][C:3](=[O:4])[N:5]([CH3:6])[c:7]1[cH:8][cH:9][c:10]([NH:13][C:14]([c:15]2[cH:16][cH:17][cH:18][cH:19][cH:20]2)=[C:21]2[C:22](=[O:33])[NH:23][c:24]3[cH:25][cH:26][c:27]([N+:30](=[O:31])[O-:32])[cH:28][c:29]32)[cH:11][cH:12]1>>[NH:1]([CH2:2][C:3](=[O:4])[N:5]([CH3:6])[c:7]1[cH:8][cH:9][c:10]([NH:13][C:14]([c:15]2[cH:16][cH:17][cH:18][cH:19][cH:20]2)=[C:21]2[C:22](=[O:33])[NH:23][c:24]3[cH:25][cH:26][c:27]([N+:30](=[O:31])[O-:32])[cH:28][c:29]32)[cH:11][cH:12]1)[C:35]([CH3:34])=[O:36]. Reactants: [Al+3], CCOC(=O)NCCC1CCC(CCc2cc(F)ccc2OC)O1, C1CCOC1, CO, Cl, [H-], [H-], [H-], [H-], [Li+], [Na+], [OH-]. The product is CNCCC1CCC(CCc2cc(F)ccc2OC)O1. As a reaction SMILES: [Al+3:26].[CH2:1]([O:2][C:4](=[O:3])[NH:5][CH2:6][CH2:7][CH:8]1[O:9][CH:10]([CH2:13][CH2:14][c:15]2[c:16]([O:22][CH3:23])[cH:17][cH:18][c:19]([F:21])[cH:20]2)[CH2:11][CH2:12]1)[CH3:24].[CH2:36]1[O:37][CH2:38][CH2:39][CH2:40]1.[CH3:34][OH:35].[ClH:31].[H-:25].[H-:28].[H-:29].[H-:30].[Li+:27].[Na+:33].[OH-:32]>>[CH3:4][NH:5][CH2:6][CH2:7][CH:8]1[O:9][CH:10]([CH2:13][CH2:14][c:15]2[c:16]([O:22][CH3:23])[cH:17][cH:18][c:19]([F:21])[cH:20]2)[CH2:11][CH2:12]1. Reactants: CN (methylamine), O=C1C2=C(N3C([C@H]4N1CCC4)=C(N=C3)C3=NC(=NO3)CN3C(C4=CC=CC=C4C3=O)=O)C=CS2 ((S)-2-[5-(8-oxo-10,11,12,12a-tetrahydro-8H-imidazo[5,1-c]pyrrolo[1,2-a]thieno[3,2-e][1,4]diazepin-1-yl)-1,2,4-oxadiazol-3-yl-methyl]-1,3-dihydro-isoindole-1,3-dione). Run in C(C)O (ethanol). Conditions: time 2 hour. The product is NCC1=NOC(=N1)C=1N=CN2C1[C@H]1N(C(C3=C2C=CS3)=O)CCC1 ((S)-1-(3-aminomethyl-1,2,4-oxadiazol-5-yl)-10,11,12,12a-tetrahydro-8H-imidazo[5,1-c]pyrrolo[1,2-a]thieno[3,2-e][1,4]diazepin-8-one). The yield is 82.7%. RXN SMILES: CN.[O:3]=[C:4]1[N:10]2[CH2:11][CH2:12][CH2:13][C@H:9]2[C:8]2=[C:14]([C:17]3[O:21][N:20]=[C:19]([CH2:22][N:23]4C(=O)C5C(=CC=CC=5)C4=O)[N:18]=3)[N:15]=[CH:16][N:7]2[C:6]2[CH:34]=[CH:35][S:36][C:5]1=2>C(O)C>[NH2:23][CH2:22][C:19]1[N:18]=[C:17]([C:14]2[N:15]=[CH:16][N:7]3[C:6]4[CH:34]=[CH:35][S:36][C:5]=4[C:4](=[O:3])[N:10]4[CH2:11][CH2:12][CH2:13][C@H:9]4[C:8]=23)[O:21][N:20]=1. Procedure: 100 ml of methylamine (33% in ethanol) were added dropwise at 70° to a solution of 7.28 g (15.4 mmol) of (S)-2-[5-(8-oxo-10,11,12,12a-tetrahydro-8H-imidazo[5,1-c]pyrrolo[1,2-a]thieno[3,2-e][1,4]diazepin-1-yl)-1,2,4-oxadiazol-3-yl-methyl]-1,3-dihydro-isoindole-1,3-dione in 100 ml of ethanol and the mixture was stirred at 70° for a further two hours. The reaction mixture was evaporated and the residue was chromatographed (silica gel, methylene chloride/methanol 20:1). There were obtained 4.36 g (8...